This data is from the Open Reaction Database (ORD), a public repository of structured organic reaction records. The task is: describe an organic reaction: reactants, conditions, products, and yield Starting materials: C(C)N(CCN1C(C(C2=C(C=C(C=C12)C#N)C(F)(F)F)(C1=CC2=CC=CC=C2C=C1)O)=O)CC (1-(2-Diethylaminoethyl)-4-trifluoromethyl-6-cyano-3-hydroxy-3-(2-naphthyl)oxindole), [OH-].[K+] (KOH). Solvent: C(C)(C)(C)O (t-butanol). Reaction conditions: temperature 50 celsius, time 1 hour. The product is C(C)N(CCN1C(C(C2=C(C=C(C=C12)C(N)=O)C(F)(F)F)(C1=CC2=CC=CC=C2C=C1)O)=O)CC (1-(2-Diethylaminoethyl)-4-trifluoromethyl-6-carbamoyl-3-hydroxy-3-(2-naphthyl)oxindole). Yield: 103.0%. RXN SMILES: [CH2:1]([N:3]([CH2:33][CH3:34])[CH2:4][CH2:5][N:6]1[C:14]2[C:9](=[C:10]([C:17]([F:20])([F:19])[F:18])[CH:11]=[C:12]([C:15]#[N:16])[CH:13]=2)[C:8]([OH:31])([C:21]2[CH:30]=[CH:29][C:28]3[C:23](=[CH:24][CH:25]=[CH:26][CH:27]=3)[CH:22]=2)[C:7]1=[O:32])[CH3:2].[OH-:35].[K+]>C(O)(C)(C)C>[CH2:33]([N:3]([CH2:1][CH3:2])[CH2:4][CH2:5][N:6]1[C:14]2[C:9](=[C:10]([C:17]([F:18])([F:20])[F:19])[CH:11]=[C:12]([C:15](=[O:35])[NH2:16])[CH:13]=2)[C:8]([OH:31])([C:21]2[CH:30]=[CH:29][C:28]3[C:23](=[CH:24][CH:25]=[CH:26][CH:27]=3)[CH:22]=2)[C:7]1=[O:32])[CH3:34] |f:1.2|. Procedure details: To a solution of 1-(2-diethylaminoethyl)-4-trifluoromethyl-6-cyano-3-hydroxy-3-(2-naphthyl)oxindole of Example 55 (185 mg, 0.396 mmol) in t-butanol (8 mL) was added powdered KOH (ca. 1 g) at 50° C. The mixture was stirred for 1 h at 50° C. and passed through a celite pad. The celite was washed with THF and the filtrate was concentrated. The residue was dispersed between water and ethyl acetate and the organic layer was separated. The organic layer was dried over MgSO4 and concentrated to give th... Starting materials: ClCCl, COC(=O)C(O)CCCNC(=O)OC(C)(C)C, O=C(O)C(F)(F)F. The product is COC(=O)C(O)CCCN. Reaction SMILES: [CH2:25]([Cl:26])[Cl:27].[CH3:8][O:9][C:10]([CH:11]([CH2:12][CH2:13][CH2:14][NH:15][C:16]([O:17][C:18]([CH3:19])([CH3:20])[CH3:21])=[O:22])[OH:23])=[O:24].[F:1][C:2]([F:3])([F:4])[C:5]([OH:6])=[O:7]>>[CH3:8][O:9][C:10]([CH:11]([CH2:12][CH2:13][CH2:14][NH2:15])[OH:23])=[O:24].